Dataset: the Open Reaction Database (ORD), a public repository of structured organic reaction records. Task: describe an organic reaction: reactants, conditions, products, and yield Reactants: COc1cc(C)c(OC(C)=O)cc1NC(C)=O, CCO, CC(=O)O, [Na+], [OH-]. Reaction SMILES: [C:3](=[O:4])([CH3:5])[O:6][c:7]1[c:8]([CH3:19])[cH:9][c:10]([O:17][CH3:18])[c:11]([NH:13][C:14]([CH3:15])=[O:16])[cH:12]1.[CH3:20][CH2:21][OH:22].[CH3:23][C:24](=[O:25])[OH:26].[Na+:2].[OH-:1]>>[OH:6][c:7]1[c:8]([CH3:19])[cH:9][c:10]([O:17][CH3:18])[c:11]([NH:13][C:14]([CH3:15])=[O:16])[cH:12]1. The product is COc1cc(C)c(O)cc1NC(C)=O. Starting materials: ClC=1C=C(C=CC1Cl)NC(=O)N1[C@H](C(N(CC1)CCC(=O)O)=O)C (3-[(S)-4-(3,4-dichloro-phenylcarbamoyl)-3-methyl-2-oxo-piperazin-1-yl]-propionic acid), ClC=1C=C(C=CC1Cl)NC(=O)N1[C@H](C(N(CC1)CCC(=O)O)=O)C (3-[(S)-4-(3,4-dichloro-phenylcarbamoyl)-3-methyl-2-oxo-piperazin-1-yl]-propionic acid), N1CCOCC1 (morpholine). Yields the product ClC=1C=C(C=CC1Cl)NC(=O)N1[C@H](C(N(CC1)CCC(=O)N1CCOCC1)=O)C ((S)-2-Methyl-4-(3-morpholin-4-yl-3-oxo-propyl)-3-oxo-piperazine-1-carboxylic acid (3,4-dichloro-phenyl)-amide). The yield is 45.0%. Reaction SMILES: [Cl:1][C:2]1[CH:3]=[C:4]([NH:9][C:10]([N:12]2[CH2:17][CH2:16][N:15]([CH2:18][CH2:19][C:20]([OH:22])=O)[C:14](=[O:23])[C@@H:13]2[CH3:24])=[O:11])[CH:5]=[CH:6][C:7]=1[Cl:8].[NH:25]1[CH2:30][CH2:29][O:28][CH2:27][CH2:26]1>>[Cl:1][C:2]1[CH:3]=[C:4]([NH:9][C:10]([N:12]2[CH2:17][CH2:16][N:15]([CH2:18][CH2:19][C:20]([N:25]3[CH2:30][CH2:29][O:28][CH2:27][CH2:26]3)=[O:22])[C:14](=[O:23])[C@@H:13]2[CH3:24])=[O:11])[CH:5]=[CH:6][C:7]=1[Cl:8]. Procedure: In analogy to the procedure described in Example 15, 3-[(S)-4-(3,4-dichloro-phenylcarbamoyl)-3-methyl-2-oxo-piperazin-1-yl]-propionic acid (intermediate 12) and morpholine gave the titled compound in 45% yield as white foam. MS: 441.1 (M−H−, 2Cl). The reactants are BrCCN1N=C(C=C1CO)[N+](=O)[O-] ((1-(2-bromoethyl)-3-nitro-1H-pyrazol-5-yl)methanol), CN (methylamine). Solvent: C1CCOC1 (THF), C1CCOC1 (THF). Reaction conditions: time 72 hour. Product: CN1CC=2N(CC1)N=C(C2)[N+](=O)[O-] (5-Methyl-2-nitro-4,5,6,7-tetrahydropyrazolo[1,5-a]pyrazine). Yield: 97.0%. As a reaction SMILES: Br[CH2:2][CH2:3][N:4]1[C:8]([CH2:9]O)=[CH:7][C:6]([N+:11]([O-:13])=[O:12])=[N:5]1.[CH3:14][NH2:15]>C1COCC1>[CH3:14][N:15]1[CH2:2][CH2:3][N:4]2[N:5]=[C:6]([N+:11]([O-:13])=[O:12])[CH:7]=[C:8]2[CH2:9]1. Procedure: A 1-L single-neck round-bottomed flask equipped with a magnetic stirrer and nitrogen inlet was charged with THF (350 mL), 1-(2-bromoethyl)-5-(bromomethyl)-3-nitro-1H-pyrazole 101j (10.0 g, 32.2 mmol), 2M methylamine solution in THF (113 mL, 225 mmol) and stirred at room temperature for 72 h. After this time the reaction was concentrated to dryness under reduced pressure, and the resulting solid was stirred with a mixture of ethyl acetate (75 mL) and 10% aqueous potassium carbonate (75 mL). The a... The reactants are Cc1ccccc1, Clc1cccc(C2CO2)c1, NC1CCCC(c2cccc(O)c2)C1. Yields the product Oc1cccc(C2CCCC(NCC(O)c3cccc(Cl)c3)C2)c1. As a reaction SMILES: [CH3:25][c:26]1[cH:27][cH:28][cH:29][cH:30][cH:31]1.[Cl:15][c:16]1[cH:17][c:18]([CH:19]2[CH2:20][O:21]2)[cH:22][cH:23][cH:24]1.[OH:1][c:2]1[cH:3][c:4]([CH:8]2[CH2:9][CH:10]([NH2:14])[CH2:11][CH2:12][CH2:13]2)[cH:5][cH:6][cH:7]1>>[OH:1][c:2]1[cH:3][c:4]([CH:8]2[CH2:9][CH:10]([NH:14][CH2:20][CH:19]([c:18]3[cH:17][c:16]([Cl:15])[cH:24][cH:23][cH:22]3)[OH:21])[CH2:11][CH2:12][CH2:13]2)[cH:5][cH:6][cH:7]1. The reactants are [OH-].[K+] (KOH), Cl (hydrochloric acid), COC1=CC=C2CCC(C2=C1)=O (6-methoxy-1-indanone), C(CCC)=O (butyr-aldehyde). Reaction conditions: time 1 hour. Procedure: To a 0° C. mixture of 9.66 g (59.6 mmol) of 6-methoxy-1-indanone and 4.29 g (59.6 mmol) of butyr-aldehyde in 10 ml ethanol is added 9.66 ml of a 4% KOH in ethanol solution. The reaction is stirred 1 hour and then added to 300 ml water and the pH of the quench adjusted to 2 with 1N hydrochloric acid. The resultant mixture is extracted with 3×300 ml ether, and the extracts combined, dried over MgSO4, evaporated and the residue triturated with ether to yield present title compound. Run in C(C)O (ethanol), O (water), C(C)O (ethanol). RXN SMILES: [CH3:1][O:2][C:3]1[CH:11]=[C:10]2[C:6]([CH2:7][CH2:8][C:9]2=[O:12])=[CH:5][CH:4]=1.[CH:13](=O)[CH2:14][CH2:15][CH3:16].[OH-].[K+].Cl>C(O)C.O>[CH:13](=[C:8]1[CH2:7][C:6]2[C:10](=[CH:11][C:3]([O:2][CH3:1])=[CH:4][CH:5]=2)[C:9]1=[O:12])[CH2:14][CH2:15][CH3:16] |f:2.3|. Yields the product C(CCC)=C1C(C2=CC(=CC=C2C1)OC)=O (2-Butylidene-6-methoxy-1-indanone). Reactants: O=C([O-])[O-], CCO, COCCOC, CC(C)n1nc(I)c2c(N)ncnc21, [Na+], [Na+], OB(O)c1ccc2c(c1)OCCO2, c1ccc(P(c2ccccc2)(c2ccccc2)[Pd](P(c2ccccc2)(c2ccccc2)c2ccccc2)(P(c2ccccc2)(c2ccccc2)c2ccccc2)P(c2ccccc2)(c2ccccc2)c2ccccc2)cc1. The product is CC(C)n1nc(-c2ccc3c(c2)OCCO3)c2c(N)ncnc21. RXN SMILES: [C:28](=[O:29])([O-:30])[O-:31].[CH3:34][CH2:35][OH:36].[CH3:37][O:38][CH2:39][CH2:40][O:41][CH3:42].[I:14][c:15]1[n:16][n:17]([CH:25]([CH3:26])[CH3:27])[c:18]2[n:19][cH:20][n:21][c:22]([NH2:24])[c:23]12.[Na+:32].[Na+:33].[O:1]1[CH2:2][CH2:3][O:4][c:5]2[c:6]1[cH:7][cH:8][c:9]([B:11]([OH:12])[OH:13])[cH:10]2.[cH:43]1[cH:44][cH:45][c:46]([P:47]([Pd:48]([P:49]([c:50]2[cH:51][cH:52][cH:53][cH:54][cH:55]2)([c:56]2[cH:57][cH:58][cH:59][cH:60][cH:61]2)[c:62]2[cH:63][cH:64][cH:65][cH:66][cH:67]2)([P:68]([c:69]2[cH:70][cH:71][cH:72][cH:73][cH:74]2)([c:75]2[cH:76][cH:77][cH:78][cH:79][cH:80]2)[c:81]2[cH:82][cH:83][cH:84][cH:85][cH:86]2)[P:87]([c:88]2[cH:89][cH:90][cH:91][cH:92][cH:93]2)([c:94]2[cH:95][cH:96][cH:97][cH:98][cH:99]2)[c:100]2[cH:101][cH:102][cH:103][cH:104][cH:105]2)([c:106]2[cH:107][cH:108][cH:109][cH:110][cH:111]2)[c:112]2[cH:113][cH:114][cH:115][cH:116][cH:117]2)[cH:118][cH:119]1>>[O:1]1[CH2:2][CH2:3][O:4][c:5]2[c:6]1[cH:7][cH:8][c:9](-[c:15]1[n:16][n:17]([CH:25]([CH3:26])[CH3:27])[c:18]3[n:19][cH:20][n:21][c:22]([NH2:24])[c:23]13)[cH:10]2. Starting materials: CN1C(=CC2=C(C(=C(C=C12)OC)OC)OC)C(=O)O (N-Methyl-4,5,6-trimethoxyindole-2-carboxylic acid), N1CCNCC1 (piperazine). Product: CN1C(=CC2=C(C(=C(C=C12)OC)OC)OC)C(=O)N1CCN(CC1)C(=O)C=1N(C2=CC(=C(C(=C2C1)OC)OC)OC)C (N,N′-bis(1-methyl-4,5,6-trimethoxyindole-2-carbonyl)piperazine). As a reaction SMILES: [CH3:1][N:2]1[C:10]2[C:5](=[C:6]([O:15][CH3:16])[C:7]([O:13][CH3:14])=[C:8]([O:11][CH3:12])[CH:9]=2)[CH:4]=[C:3]1[C:17]([OH:19])=O.[NH:20]1[CH2:25][CH2:24][NH:23][CH2:22][CH2:21]1>>[CH3:1][N:2]1[C:10]2[C:5](=[C:6]([O:15][CH3:16])[C:7]([O:13][CH3:14])=[C:8]([O:11][CH3:12])[CH:9]=2)[CH:4]=[C:3]1[C:17]([N:20]1[CH2:25][CH2:24][N:23]([C:17]([C:3]2[N:2]([CH3:1])[C:10]3[C:5]([CH:4]=2)=[C:6]([O:15][CH3:16])[C:7]([O:13][CH3:14])=[C:8]([O:11][CH3:12])[CH:9]=3)=[O:19])[CH2:22][CH2:21]1)=[O:19]. Reported procedure: N-Methyl-4,5,6-trimethoxyindole-2-carboxylic acid (200 mg) and piperazine (35 mg) were reacted in the same manner as in Preparation Example 37 to obtain the title compound. Starting materials: IC=1C=C(C(=NC1)Cl)[N+](=O)[O-] (5-iodo-3-nitro-2-chloropyridine), Cl (HCl). The reagents and catalysts are O (water), [Fe] (Iron). The solvent is C(C)O (ethanol). The product is IC=1C=C(C(=NC1)Cl)N (5-iodo-3-amino-2-chloropyridine). The yield is 92.3%. Reaction SMILES: [I:1][C:2]1[CH:3]=[C:4]([N+:9]([O-])=O)[C:5]([Cl:8])=[N:6][CH:7]=1.Cl>O.[Fe].C(O)C>[I:1][C:2]1[CH:3]=[C:4]([NH2:9])[C:5]([Cl:8])=[N:6][CH:7]=1. Procedure: 5-iodo-3-nitro-2-chloropyridine (230 mg, 0.809 mmol), ethanol (1 mL), water (6 drops), and concentrated HCl (0.020 mL) were stirred at room temperature for 10 min. Iron (500 mg, 8.95 mmol) was then added in small portions and the reaction round bottom flask was placed into a 100° C. oil bath for 20 min. The iron was removed by filtration, washed with ethanol, then the combined ethanol layers were concentrated under reduced pressure. The crude residue was purified by flash chromatography using 9:... Starting materials: C1=CC=C(C=C1)C(CO)N ((R)-phenylglycinol), C(C)OC(C(=O)O)CC1=CC=C(C=C1)OCCC1=CC=C(C=C1)OS(=O)(=O)C (2-ethoxy-3-[4-(2-{4-methanesulfonyloxyphenyl} ethoxy)phenyl]propanoic acid), C(CCl)Cl (EDC), C(C)(C)N(CC)C(C)C (diisopropylethylamine), C(CC(O)(C(=O)O)CC(=O)O)(=O)O (citric acid). Run in ClCCl (dichloromethane), ClCCl (dichloromethane), C(C)(=O)OCC (ethyl acetate). Product: C(C)O[C@@H](C(=O)N[C@@H](CO)C1=CC=CC=C1)CC1=CC=C(C=C1)OCCC1=CC=C(C=C1)OS(=O)(=O)C ((R)-2-ethoxy-N-(2-hydroxy-(R)-1-phenylethyl)-3-[4-(2-{4-methanesulfonyloxyphenyl}ethoxy)phenyl]propanoic amide). The yield is 32.7%. RXN SMILES: [CH2:1]([O:3][CH:4]([CH2:8][C:9]1[CH:14]=[CH:13][C:12]([O:15][CH2:16][CH2:17][C:18]2[CH:23]=[CH:22][C:21]([O:24][S:25]([CH3:28])(=[O:27])=[O:26])=[CH:20][CH:19]=2)=[CH:11][CH:10]=1)[C:5]([OH:7])=O)[CH3:2].C(Cl)CCl.C(N(C(C)C)CC)(C)C.[CH:42]1[CH:47]=[CH:46][C:45]([CH:48]([NH2:51])[CH2:49][OH:50])=[CH:44][CH:43]=1.C(O)(=O)CC(CC(O)=O)(C(O)=O)O>ClCCl.C(OCC)(=O)C>[CH2:1]([O:3][C@H:4]([CH2:8][C:9]1[CH:10]=[CH:11][C:12]([O:15][CH2:16][CH2:17][C:18]2[CH:19]=[CH:20][C:21]([O:24][S:25]([CH3:28])(=[O:26])=[O:27])=[CH:22][CH:23]=2)=[CH:13][CH:14]=1)[C:5]([NH:51][C@H:48]([C:45]1[CH:46]=[CH:47][CH:42]=[CH:43][CH:44]=1)[CH2:49][OH:50])=[O:7])[CH3:2]. Procedure details: A solution of 2-ethoxy-3-[4-(2-{4-methanesulfonyloxyphenyl} ethoxy)phenyl]propanoic acid (10.5 g; 25.7 mmole) in dry dichloromethane (150 ml) was cooled on an ice-bath and EDC (5.42 g; 28.3 mmole), diisopropylethylamine (4.8 ml; 28.3 mmole) and HOBtxH2O (3.82 g; 28.3 mmole) were added. After 20 minutes the ice-bath was removed and (R)-phenylglycinol (3.88 g; 28.3 mmole) was added. After stirring at room temperature over night dichloromethane (100 ml), citric acid (60 ml, 10%) and ethyl acetate w...